Dataset: the Open Reaction Database (ORD), a public repository of structured organic reaction records. Task: describe an organic reaction: reactants, conditions, products, and yield The reactants are CC(=O)CC(C)C, ClCCCn1cnc2ccccc21, [I-], [K+], [Na+], [Na+], O=C([O-])[O-], O, O=C1NCN(c2ccccc2)C12CCNCC2. Product: O=C1NCN(c2ccccc2)C12CCN(CCCn1cnc3ccccc31)CC2. As a reaction SMILES: [CH3:40][CH:41]([CH3:42])[CH2:43][C:44](=[O:45])[CH3:46].[Cl:1][CH2:2][CH2:3][CH2:4][n:5]1[cH:6][n:7][c:8]2[c:9]1[cH:10][cH:11][cH:12][cH:13]2.[I-:38].[K+:37].[Na+:31].[Na+:32].[O-:33][C:34](=[O:35])[O-:36].[OH2:39].[c:14]1([N:20]2[CH2:21][NH:22][C:23](=[O:30])[C:24]23[CH2:25][CH2:26][NH:27][CH2:28][CH2:29]3)[cH:15][cH:16][cH:17][cH:18][cH:19]1>>[CH2:2]([CH2:3][CH2:4][n:5]1[cH:6][n:7][c:8]2[c:9]1[cH:10][cH:11][cH:12][cH:13]2)[N:27]1[CH2:26][CH2:25][C:24]2([N:20]([c:14]3[cH:15][cH:16][cH:17][cH:18][cH:19]3)[CH2:21][NH:22][C:23]2=[O:30])[CH2:29][CH2:28]1. Starting materials: CC(=O)[O-], CN(C)C=O, CS(=O)c1ccc(F)cc1C(=O)Cn1cccc1, O=C(OC(=O)C(F)(F)F)C(F)(F)F, [Na+], O. The product is O=C1Cn2cccc2Sc2ccc(F)cc21. As a reaction SMILES: [CH3:34][C:35](=[O:36])[O-:37].[CH3:38][N:39]([CH3:40])[CH:41]=[O:42].[F:14][c:15]1[cH:16][cH:17][c:18]([S:29]([CH3:30])=[O:31])[c:19]([C:21]([CH2:22][n:23]2[cH:24][cH:25][cH:26][cH:27]2)=[O:28])[cH:20]1.[F:1][C:2]([F:3])([F:4])[C:5]([O:6][C:7](=[O:8])[C:9]([F:10])([F:11])[F:12])=[O:13].[Na+:33].[OH2:32]>>[F:14][c:15]1[cH:16][cH:17][c:18]2[c:19]([cH:20]1)[C:21](=[O:28])[CH2:22][n:23]1[c:24]([cH:25][cH:26][cH:27]1)[S:29]2. The reactants are Cl, N#CO[K], O, NC1CCCc2sccc21. Yields the product NC(=O)NC1CCCc2sccc21. As a reaction SMILES: [ClH:11].[K:12][O:13][C:14]#[N:15].[OH2:16].[s:1]1[c:2]2[c:3]([cH:4][cH:5]1)[CH:6]([NH2:10])[CH2:7][CH2:8][CH2:9]2>>[s:1]1[c:2]2[c:3]([cH:4][cH:5]1)[CH:6]([NH:10][C:14](=[O:13])[NH2:15])[CH2:7][CH2:8][CH2:9]2. Starting materials: F[B-](F)(F)F, COCCN, CCN(C(C)C)C(C)C, ClCCl, CN(C)C(On1nnc2ccccc21)=[N+](C)C, CC(C)(C(=O)O)c1ccc(-c2ccco2)cc1. Product: COCCNC(=O)C(C)(C)c1ccc(-c2ccco2)cc1. As a reaction SMILES: [B-:18]([F:19])([F:20])([F:21])[F:22].[CH3:49][O:50][CH2:51][CH2:52][NH2:53].[CH:40]([N:41]([CH:42]([CH3:43])[CH3:44])[CH2:45][CH3:46])([CH3:47])[CH3:48].[Cl:54][CH2:55][Cl:56].[n:23]1([O:24][C:25]([N:26]([CH3:27])[CH3:28])=[N+:29]([CH3:30])[CH3:31])[c:32]2[cH:33][cH:34][cH:35][cH:36][c:37]2[n:38][n:39]1.[o:1]1[c:2](-[c:6]2[cH:7][cH:8][c:9]([C:12]([C:13](=[O:14])[OH:15])([CH3:16])[CH3:17])[cH:10][cH:11]2)[cH:3][cH:4][cH:5]1>>[o:1]1[c:2](-[c:6]2[cH:7][cH:8][c:9]([C:12]([C:13](=[O:15])[NH:53][CH2:52][CH2:51][O:50][CH3:49])([CH3:16])[CH3:17])[cH:10][cH:11]2)[cH:3][cH:4][cH:5]1.